From a dataset of the Open Reaction Database (ORD), a public repository of structured organic reaction records. describe an organic reaction: reactants, conditions, products, and yield Starting materials: Cc1nc2cc(OCC(O)CN3CCNCC3)ccc2s1, CCO, Cc1nc2cc(NC(=O)CCl)ccc2s1. The product is Cc1nc2cc(NC(=O)CN3CCN(CC(O)COc4ccc5sc(C)nc5c4)CC3)ccc2s1. Reaction SMILES: [CH3:1][c:2]1[s:3][c:4]2[c:5]([n:6]1)[cH:7][c:8]([O:11][CH2:12][CH:13]([CH2:14][N:15]1[CH2:16][CH2:17][NH:18][CH2:19][CH2:20]1)[OH:21])[cH:9][cH:10]2.[CH3:37][CH2:38][OH:39].[Cl:22][CH2:23][C:24](=[O:25])[NH:26][c:27]1[cH:28][cH:29][c:30]2[c:31]([n:32][c:33]([CH3:35])[s:34]2)[cH:36]1>>[CH3:1][c:2]1[s:3][c:4]2[c:5]([n:6]1)[cH:7][c:8]([O:11][CH2:12][CH:13]([CH2:14][N:15]1[CH2:16][CH2:17][N:18]([CH2:23][C:24](=[O:25])[NH:26][c:27]3[cH:28][cH:29][c:30]4[c:31]([n:32][c:33]([CH3:35])[s:34]4)[cH:36]3)[CH2:19][CH2:20]1)[OH:21])[cH:9][cH:10]2.